From a dataset of the Open Reaction Database (ORD), a public repository of structured organic reaction records. describe an organic reaction: reactants, conditions, products, and yield The reactants are Cl (HCl), [N+](=O)([O-])C=1C=C(C(=O)C2CCN(CC2)C(=O)C(F)(F)F)C=CC1 (4-(3-nitrobenzoyl)-1-trifluoromethylcarbonylpiperidine), [N+](=O)([O-])C1=C(C(=O)C2CCN(CC2)C(=O)C(F)(F)F)C=CC=C1 (4-(2-nitrobenzoyl)-1-trifluoromethylcarbonylpiperidine), [N+](=O)([O-])C1=CC=C(C(=O)C2CCN(CC2)C(=O)C(F)(F)F)C=C1 (4-(4-nitrobenzoyl)-1-trifluoromethylcarbonylpiperidine). Run in C(C)(C)O (isopropanol). Conditions: time 4 hour. Product: Cl.[N+](=O)([O-])C=1C=C(C(=O)C2CCNCC2)C=CC1 (4-(3-nitrobenzoyl)piperidine HCl). The yield is 42.0%. As a reaction SMILES: [N+:1]([C:4]1[CH:5]=[C:6]([CH:21]=[CH:22][CH:23]=1)[C:7]([CH:9]1[CH2:14][CH2:13][N:12](C(C(F)(F)F)=O)[CH2:11][CH2:10]1)=[O:8])([O-:3])=[O:2].[N+](C1C=CC=CC=1C(C1CCN(C(C(F)(F)F)=O)CC1)=O)([O-])=O.[N+](C1C=CC(C(C2CCN(C(C(F)(F)F)=O)CC2)=O)=CC=1)([O-])=O.[ClH:70]>C(O)(C)C>[ClH:70].[N+:1]([C:4]1[CH:5]=[C:6]([CH:21]=[CH:22][CH:23]=1)[C:7]([CH:9]1[CH2:10][CH2:11][NH:12][CH2:13][CH2:14]1)=[O:8])([O-:3])=[O:2] |f:5.6|. Procedure: To a suspension of 2.8 g (8.48 mol) of 4-(3-nitrobenzoyl)-1-trifluoromethylcarbonylpiperidine, 4-(2-nitrobenzoyl)-1-trifluoromethylcarbonylpiperidine, and 4-(4-nitrobenzoyl)-1-trifluoromethylcarbonylpiperidine mixture (62:33:5) in isopropanol (60 mL) was added HCl 37% (10 mL). The reaction mixture was refluxed for 8 h and rapidly a complete dissolution was observed. Then, the solution was allowed to cool to room temperature and post-agitated for 4 h. The precipitate was filtered, rinsed with iso... Reactants: O=C(OCC#CCBr)c1ccccc1, c1ccc(CC2CCNCC2)cc1, CC#N, [K+], [K+], O=C([O-])[O-]. Yields the product O=C(OCC#CCN1CCC(Cc2ccccc2)CC1)c1ccccc1. As a reaction SMILES: [C:1]([c:2]1[cH:3][cH:4][cH:5][cH:6][cH:7]1)(=[O:8])[O:9][CH2:10][C:11]#[C:12][CH2:13][Br:14].[CH2:15]([c:16]1[cH:17][cH:18][cH:19][cH:20][cH:21]1)[CH:22]1[CH2:23][CH2:24][NH:25][CH2:26][CH2:27]1.[CH3:34][C:35]#[N:36].[K+:28].[K+:29].[O-:30][C:31]([O-:32])=[O:33]>>[C:1]([c:2]1[cH:3][cH:4][cH:5][cH:6][cH:7]1)(=[O:8])[O:9][CH2:10][C:11]#[C:12][CH2:13][N:25]1[CH2:24][CH2:23][CH:22]([CH2:15][c:16]2[cH:17][cH:18][cH:19][cH:20][cH:21]2)[CH2:27][CH2:26]1. Reactants: C1CCOC1, CN1CCCC1=O, CC(C)[Mg+], [Cl-], [Cl-], Cc1cc(N2CCOCC2)nc(Cl)c1C(=O)NCc1cccc(F)c1, [NH4+]. Product: Cc1cc(N2CCOCC2)nc(C(C)C)c1C(=O)NCc1cccc(F)c1. Reaction SMILES: [CH2:33]1[O:34][CH2:35][CH2:36][CH2:37]1.[CH3:38][N:39]1[CH2:40][CH2:41][CH2:42][C:43]1=[O:44].[CH:27]([CH3:28])([CH3:29])[Mg+:30].[Cl-:26].[Cl-:31].[Cl:1][c:2]1[n:3][c:4]([N:20]2[CH2:21][CH2:22][O:23][CH2:24][CH2:25]2)[cH:5][c:6]([CH3:19])[c:7]1[C:8](=[O:9])[NH:10][CH2:11][c:12]1[cH:13][c:14]([F:18])[cH:15][cH:16][cH:17]1.[NH4+:32]>>[c:2]1([CH:27]([CH3:28])[CH3:29])[n:3][c:4]([N:20]2[CH2:21][CH2:22][O:23][CH2:24][CH2:25]2)[cH:5][c:6]([CH3:19])[c:7]1[C:8](=[O:9])[NH:10][CH2:11][c:12]1[cH:13][c:14]([F:18])[cH:15][cH:16][cH:17]1. Reactants: CC(C1=CC=CC=C1)(C)C=1C=C(C=CC1)S(=O)(=O)N[C@@H](CCCNC(N)=N)C(=O)N1CCC(CC1)CC(=O)OCC (1-(Nα -(3-(α,α-dimethylbenzyl)benzenesulphonyl)-(S)-arginyl)-4-(ethoxycarbonylmethyl)piperidine), [OH-].[Na+] (NaOH). The solvent is C(C)O (ethanol), C(C)O (ethanol). Reaction conditions: time 24 hour. Product: CC(C1=CC=CC=C1)(C)C=1C=C(C=CC1)S(=O)(=O)N[C@@H](CCCNC(N)=N)C(=O)N1CCC(CC1)CC(=O)O (1-(Nα -(3-(α,α-dimethylbenzyl)benzenesulphonyl)-(S)-arginyl)piperidine-4-acetic acid). RXN SMILES: [CH3:1][C:2]([C:10]1[CH:11]=[C:12]([S:16]([NH:19][C@H:20]([C:28]([N:30]2[CH2:35][CH2:34][CH:33]([CH2:36][C:37]([O:39]CC)=[O:38])[CH2:32][CH2:31]2)=[O:29])[CH2:21][CH2:22][CH2:23][NH:24][C:25](=[NH:27])[NH2:26])(=[O:18])=[O:17])[CH:13]=[CH:14][CH:15]=1)([CH3:9])[C:3]1[CH:8]=[CH:7][CH:6]=[CH:5][CH:4]=1.[OH-].[Na+]>C(O)C>[CH3:9][C:2]([C:10]1[CH:11]=[C:12]([S:16]([NH:19][C@H:20]([C:28]([N:30]2[CH2:35][CH2:34][CH:33]([CH2:36][C:37]([OH:39])=[O:38])[CH2:32][CH2:31]2)=[O:29])[CH2:21][CH2:22][CH2:23][NH:24][C:25](=[NH:26])[NH2:27])(=[O:17])=[O:18])[CH:13]=[CH:14][CH:15]=1)([CH3:1])[C:3]1[CH:4]=[CH:5][CH:6]=[CH:7][CH:8]=1 |f:1.2|. Procedure: To a suspension of 1-(Nα -(3-(α,α-dimethylbenzyl)benzenesulphonyl)-(S)-arginyl)-4-(ethoxycarbonylmethyl)piperidine (500 mg) in absolute ethanol (2.5 ml) is added aqueous 1M NaOH (1.7 ml) and the mixture is stirred for 24 hours at room temperature. The reaction mixture is then chromatographed on Amberlite resin CG120(H+) (25 ml). The resin column is eluted fast with aqueous 50% ethanol until neutral pH, then with ethanol/H2O/NH3 (sp.gr. 0.88) (5:4:1). The fractions containing the product are evap... Starting materials: C1(=CC=CC=C1)C(C1=CC=CC=C1)N ((diphenylmethyl)amine), COC(N(C)C)OC (dimethylformamide dimethylacetal). Solvent: ClCCl (dichloromethane). Product: C1(=CC=CC=C1)C(N=CN(C)C)C1=CC=CC=C1 (N'-(diphenylmethyl)-N,N-dimethylmethanimidamide). Isolated yield 69.7%. Reaction SMILES: [C:1]1([CH:7]([NH2:14])[C:8]2[CH:13]=[CH:12][CH:11]=[CH:10][CH:9]=2)[CH:6]=[CH:5][CH:4]=[CH:3][CH:2]=1.CO[CH:17](OC)[N:18]([CH3:20])[CH3:19]>ClCCl>[C:1]1([CH:7]([C:8]2[CH:9]=[CH:10][CH:11]=[CH:12][CH:13]=2)[N:14]=[CH:17][N:18]([CH3:20])[CH3:19])[CH:6]=[CH:5][CH:4]=[CH:3][CH:2]=1. Reported procedure: A solution of 9.15 g (50 mmol) of (diphenylmethyl)amine and 8.33 g (70 mmol of dimethylformamide dimethylacetal in 25 mL of dichloromethane was refluxed briefly and slowly distilled through a Vigreux column, distilling off all material that boiled at or below 90°. The residue was stripped in vacuo, poured into water, cooled, and the resulting solid filtered off. After drying, it was recrystallized from hexane to provide 8.3 g (70%) of N'-(diphenylmethyl)-N,N-dimethylmethanimidamide, mp 58-60.